Dataset: the Open Reaction Database (ORD), a public repository of structured organic reaction records. Task: describe an organic reaction: reactants, conditions, products, and yield Starting materials: CO[C@@H]1[C@@H]([C@H]([C@@H]([C@H](O1)CO)O)O)O (methyl α-D-glucoside), C(C)(C)(C)C=1C=C(C(=O)Cl)C=C(C1O)C(C)(C)C (3,5-di-tert-butyl-4hydroxybenzoyl chloride). The solvent is N1=CC=CC=C1 (pyridine). Yields the product C(C)(C)(C)C=1C=C(C(=O)O[C@H]2[C@@H](OC)O[C@@H]([C@H]([C@@H]2OC(C2=CC(=C(C(=C2)C(C)(C)C)O)C(C)(C)C)=O)OC(C2=CC(=C(C(=C2)C(C)(C)C)O)C(C)(C)C)=O)COC(C2=CC(=C(C(=C2)C(C)(C)C)O)C(C)(C)C)=O)C=C(C1O)C(C)(C)C (Methyl 2,3,4,6-Tetra-O-(3,5-di-tert-butyl-4-hydroxybenzoyl)-α-D-glucopyranoside). Yield: 13.4%. As a reaction SMILES: [CH3:1][O:2][C@H:3]1[O:8][C@H:7]([CH2:9][OH:10])[C@@H:6]([OH:11])[C@H:5]([OH:12])[C@H:4]1[OH:13].[C:14]([C:18]1[CH:19]=[C:20]([CH:24]=[C:25]([C:28]([CH3:31])([CH3:30])[CH3:29])[C:26]=1[OH:27])[C:21](Cl)=[O:22])([CH3:17])([CH3:16])[CH3:15]>N1C=CC=CC=1>[C:14]([C:18]1[CH:19]=[C:20]([CH:24]=[C:25]([C:28]([CH3:31])([CH3:30])[CH3:29])[C:26]=1[OH:27])[C:21]([O:13][C@@H:4]1[C@@H:5]([O:12][C:21](=[O:22])[C:20]2[CH:19]=[C:18]([C:14]([CH3:17])([CH3:16])[CH3:15])[C:26]([OH:27])=[C:25]([C:28]([CH3:31])([CH3:30])[CH3:29])[CH:24]=2)[C@H:6]([O:11][C:21](=[O:22])[C:20]2[CH:19]=[C:18]([C:14]([CH3:17])([CH3:16])[CH3:15])[C:26]([OH:27])=[C:25]([C:28]([CH3:31])([CH3:30])[CH3:29])[CH:24]=2)[C@@H:7]([CH2:9][O:10][C:21](=[O:22])[C:20]2[CH:24]=[C:25]([C:28]([CH3:29])([CH3:30])[CH3:31])[C:26]([OH:27])=[C:18]([C:14]([CH3:17])([CH3:16])[CH3:15])[CH:19]=2)[O:8][C@@H:3]1[O:2][CH3:1])=[O:22])([CH3:17])([CH3:16])[CH3:15]. Reported procedure: A mixture of 0.97 g (0.005 moles) methyl α-D-glucoside and 7.10 g (0.025 moles) 3,5-di-tert-butyl-4hydroxybenzoyl chloride in 50 ml dry pyridine was stirred and heated under a nitrogen atmosphere at 65°-70° C. for 21 hours. After a work-up in the same manner as that described in Example 1, 0.75 g (14% yield) of a light yellow solid, mp 163°-166° C., was isolated. This product was identified as the above-titled compound by IR and NMR analysis and by elemental analysis: Anal. Calc. for C67H94O14 :... Starting materials: FC1=C(C=CC(=C1)F)NN=CC1=C(C=C(C=C1Br)C)Br (2,6-Dibromo-4-methylbenzaldehyde (2,4-difluorophenyl)hydrazone), FC1=C(C=CC(=C1)F)NN=CC1=C(C=C(C=C1Br)C)Br (2,6-Dibromo-4-methylbenzaldehyde (2,4-difluorophenyl)hydrazone), P(=O)([O-])([O-])[O-].[K+].[K+].[K+] (tripotassium phosphate). Reagents/catalysts: C=1C=CC(=CC1)/C=C/C(=O)/C=C/C2=CC=CC=C2.C=1C=CC(=CC1)/C=C/C(=O)/C=C/C2=CC=CC=C2.C=1C=CC(=CC1)/C=C/C(=O)/C=C/C2=CC=CC=C2.[Pd].[Pd] (tris(dibenzylideneacetone)dipalladium(0)), C=1C=CC(=CC1)P(C=2C=CC=CC2)C3=CC=C4C=CC=CC4=C3C5=C6C=CC=CC6=CC=C5P(C=7C=CC=CC7)C=8C=CC=CC8 (BINAP). The solvent is O1CCOCC1 (1,4-dioxane), ClCCl (dichloromethane). The product is BrC1=C2C=NN(C2=CC(=C1)C)C1=C(C=C(C=C1)F)F (4-Bromo-1-(2,4-difluorophenyl)-6-methyl-1H-indazole). Isolated yield 33.0%. As a reaction SMILES: [F:1][C:2]1[CH:7]=[C:6]([F:8])[CH:5]=[CH:4][C:3]=1[NH:9][N:10]=[CH:11][C:12]1[C:17](Br)=[CH:16][C:15]([CH3:19])=[CH:14][C:13]=1[Br:20].P([O-])([O-])([O-])=O.[K+].[K+].[K+]>O1CCOCC1.ClCCl.C1C=CC(/C=C/C(/C=C/C2C=CC=CC=2)=O)=CC=1.C1C=CC(/C=C/C(/C=C/C2C=CC=CC=2)=O)=CC=1.C1C=CC(/C=C/C(/C=C/C2C=CC=CC=2)=O)=CC=1.[Pd].[Pd].C1C=CC(P(C2C(C3C(P(C4C=CC=CC=4)C4C=CC=CC=4)=CC=C4C=3C=CC=C4)=C3C(C=CC=C3)=CC=2)C2C=CC=CC=2)=CC=1>[Br:20][C:13]1[CH:14]=[C:15]([CH3:19])[CH:16]=[C:17]2[C:12]=1[CH:11]=[N:10][N:9]2[C:3]1[CH:4]=[CH:5][C:6]([F:8])=[CH:7][C:2]=1[F:1] |f:1.2.3.4,7.8.9.10.11|. Procedure: 2,6-Dibromo-4-methylbenzaldehyde (2,4-difluorophenyl)hydrazone (Intermediate 12, 67.4 g, 0.167 mol), tripotassium phosphate (88.8 g, 0.418 mol), tris(dibenzylideneacetone)dipalladium(0) (3.4 g, 3.71 mmol) and racemic BINAP (2.09 g, 3.27 mmol) were heated in degassed 1,4-dioxane (1.125 L) under reflux for 4 days. The mixture was filtered through Celite, washing through with dichloromethane. The filtrate was evaporated under reduced pressure to give a dark brown residue which was dissolved in dich... Product: CC=1NCC(C(C1C(=O)OC)C1=C(C=CC=C1)C=C[Si](C)(C)C)(C(=O)OC)C (Dimethyl 2,5-dimethyl-4-[2-(2-trimethylsilylethenyl)phenyl]-1,4-dihydropyridine-3,5-dicarboxylate). The reactants are C[Si](C=CC1=C(C=O)C=CC=C1)(C)C (2-(2-Trimethylsilylethenyl)benzaldehyde), N\C(=C/C(=O)OC)\C (methyl 3-aminocrotonate), C(CC(=O)C)(=O)OC (methyl acetoacetate), CO (methanol). Reaction SMILES: [CH3:1][Si:2]([CH3:14])([CH3:13])[CH:3]=[CH:4][C:5]1[CH:12]=[CH:11][CH:10]=[CH:9][C:6]=1[CH:7]=O.[NH2:15]/[C:16](/[CH3:22])=[CH:17]\[C:18]([O:20][CH3:21])=[O:19].[C:23]([O:29][CH3:30])(=[O:28])[CH2:24][C:25](C)=O.[CH3:31]O>>[CH3:22][C:16]1[NH:15][CH2:25][C:24]([CH3:31])([C:23]([O:29][CH3:30])=[O:28])[CH:7]([C:6]2[CH:9]=[CH:10][CH:11]=[CH:12][C:5]=2[CH:4]=[CH:3][Si:2]([CH3:14])([CH3:13])[CH3:1])[C:17]=1[C:18]([O:20][CH3:21])=[O:19]. Procedure details: To the Compound 1a (3.1 mmol) in anhydrous methanol (8 ml) was added methyl 3-aminocrotonate (3.1 mmol) and methyl acetoacetate (3.1 mmol) and the resulting solution heated at reflux under nitrogen for 5 days. The solvent was removed in vacuo to yield a yellow oil which was purified by flash chromatography on silica gel eluted with hexane:diethyl ether (1:1) to afford Compound 1b as yellowish powder (Rf =0.3, m.p. 148°-150° C.). The reactants are CCO, CCOC(=O)C=Cc1cc(O)c(F)c(F)c1. The product is CCOC(=O)CCc1cc(O)c(F)c(F)c1. As a reaction SMILES: [CH3:17][CH2:18][OH:19].[F:1][c:2]1[cH:3][c:4]([CH:10]=[CH:11][C:12](=[O:13])[O:14][CH2:15][CH3:16])[cH:5][c:6]([OH:9])[c:7]1[F:8]>>[F:1][c:2]1[cH:3][c:4]([CH2:10][CH2:11][C:12](=[O:13])[O:14][CH2:15][CH3:16])[cH:5][c:6]([OH:9])[c:7]1[F:8]. Reaction SMILES: [Si](O[C@@H]1[C@@](COS(C)(=O)=O)(CO)O[C@@H]([N:22]2[CH:30]=[C:28]([CH3:29])[C:26](=[O:27])[NH:25][C:23]2=[O:24])C1)(C(C)(C)C)(C)C.[Na+].[I-].[Si](O[C@@H]1[C@@](CI)(CO)O[C@@H](N2C=C(C)C(=O)NC2=O)C1)(C(C)(C)C)(C)C>CC(=O)CCC(=O)C>[NH:22]1[CH:30]=[C:28]([CH3:29])[C:26](=[O:27])[NH:25][C:23]1=[O:24] |f:1.2|. Solvent: CC(CCC(C)=O)=O (2,5-hexanedione). Run at temperature 130 celsius, time 24 hour. The reactants are [Si](C)(C)(C(C)(C)C)O[C@H]1C[C@@H](O[C@@]1(CO)COS(=O)(=O)C)N1C(=O)NC(=O)C(C)=C1 (3'-O-t-butyldimethylsilyl-4'-methanesulfonyloxymethylthymidine), [Na+].[I-] (NaI), MS(CI), [Si](C)(C)(C(C)(C)C)O[C@H]1C[C@@H](O[C@@]1(CO)CI)N1C(=O)NC(=O)C(C)=C1 (3'-O--t-butyldimethylsilyl-4'-iodomethylthymidine). Procedure: A solution of the 4'-α and 4'-β isomers of 3'-O-t-butyldimethylsilyl-4'-methanesulfonyloxymethylthymidine (88 mg, 0.18 mM) prepared, e.g., as described in Preparation 5, with NaI (270 mg, 1.8 mM) in 2,5-hexanedione (3 ml) was stirred at 130° C. for 2 hours, at 95° C. for 60 hours and at 130° C. for 24 hours. Solid material was filtered off and the solvent was removed by evaporation under reduced pressure. The residue was purified (twice) by flash chromatography on silica gel. The column was elut... The product is N1C(=O)NC(=O)C(C)=C1 (Thymine).